Task: describe an organic reaction: reactants, conditions, products, and yield. Dataset: the Open Reaction Database (ORD), a public repository of structured organic reaction records Starting materials: NC=1C=C(C=CC1)\C=C/C1=NC(=CC=C1)COCCCCC1=CC=C(C=C1)C (2-[(Z)-2-(3-aminophenyl)ethenyl]-6-[4-(4-methylphenyl)butoxy]methylpyridine), C(OC)COC (dimethoxyethane), C(CCC(=O)OCC)(=O)OCC (diethyl succinate), C(C)(=O)[O-].[Na+] (sodium acetate). Yields the product C(=O)(O)C(CC(=O)NC=1C=C(C=CC1)\C=C/C1=NC(=CC=C1)COCCCCC1=CC=C(C=C1)C)(CC)CC (2-[(Z)-2-(3-(3-carboxy-3-ethylvalerylamino)phenyl)ethenyl]-6-[4-(4-methylphenyl)butoxy]methylpyridine). As a reaction SMILES: [NH2:1][C:2]1[CH:3]=[C:4](/[CH:8]=[CH:9]\[C:10]2[CH:15]=[CH:14][CH:13]=[C:12]([CH2:16][O:17][CH2:18][CH2:19][CH2:20][CH2:21][C:22]3[CH:27]=[CH:26][C:25]([CH3:28])=[CH:24][CH:23]=3)[N:11]=2)[CH:5]=[CH:6][CH:7]=1.[C:29]([O:38]CC)(=O)[CH2:30][CH2:31][C:32]([O:34]CC)=[O:33].[C:41]([O-])(=O)[CH3:42].[Na+].[CH2:46]([CH2:49]OC)OC>>[C:32]([C:31]([CH2:41][CH3:42])([CH2:46][CH3:49])[CH2:30][C:29]([NH:1][C:2]1[CH:3]=[C:4](/[CH:8]=[CH:9]\[C:10]2[CH:15]=[CH:14][CH:13]=[C:12]([CH2:16][O:17][CH2:18][CH2:19][CH2:20][CH2:21][C:22]3[CH:27]=[CH:26][C:25]([CH3:28])=[CH:24][CH:23]=3)[N:11]=2)[CH:5]=[CH:6][CH:7]=1)=[O:38])([OH:34])=[O:33] |f:2.3|. Procedure: By the use of 1.7 g of 2-[(Z)-2-(3-aminophenyl)ethenyl]-6-[4-(4-methylphenyl)butoxy]methylpyridine obtained in Example 1(2), 1.1 g of anhydrous diethyl succinate, 0.75 g of sodium acetate and 10 ml of dimethoxyethane, the reaction was similarly carried out as Example 1(3). The obtained crystals was recrystallized from 50% an aqueous ethanol to give 0.86 g of 2-[(Z)-2-(3-(3-carboxy-3-ethylvalerylamino)phenyl)ethenyl]-6-[4-(4-methylphenyl)butoxy]methylpyridine, melting at 114°-116° C. as white cry...